Dataset: the Open Reaction Database (ORD), a public repository of structured organic reaction records. Task: describe an organic reaction: reactants, conditions, products, and yield Procedure details: Crude 5-(oxoacetyl)-2-(phenylmethoxy)benzoic acid, methyl ester, hydrate (prepared in 15b above) in ethanol (100 ml) was treated with 4-(4-fluorophenyl)-2-methyl-2-butanamine (generated from its hydrochloride salt (1.5 g) prepared in (c) above). The solution was boiled for 30 min. and then evaporated to leave a yellow gum. The gum in dry tetrahydrofuran (50 ml) was dripped into a stirred solution of lithium aluminium hydride (1.0 g) in dry tetrahydrofuran (50 ml) at room temperature. The mixture... Reaction SMILES: O.O=C[C:4]([C:6]1[CH:7]=[CH:8][C:9]([O:16][CH2:17][C:18]2[CH:23]=[CH:22][CH:21]=[CH:20][CH:19]=2)=[C:10]([CH:15]=1)[C:11]([O:13]C)=O)=[O:5].Cl.[F:25][C:26]1[CH:31]=[CH:30][C:29]([CH2:32][CH2:33][C:34]([CH3:37])([NH2:36])[CH3:35])=[CH:28][CH:27]=1.[H-].[Al+3].[Li+].[H-].[H-].[H-].O.[CH2:45](O)C>O1CCCC1>[F:25][C:26]1[CH:27]=[CH:28][C:29]([CH2:32][CH2:33][C:34]([NH:36][CH2:45][C:15]2[C:10]([CH2:11][OH:13])=[C:9]([O:16][CH2:17][C:18]3[CH:19]=[CH:20][CH:21]=[CH:22][CH:23]=3)[CH:8]=[CH:7][C:6]=2[CH2:4][OH:5])([CH3:37])[CH3:35])=[CH:30][CH:31]=1 |f:0.1,2.3,4.5.6.7.8.9|. The product is FC1=CC=C(C=C1)CCC(C)(C)NCC1=C(C=CC(=C1CO)OCC1=CC=CC=C1)CO ([[[3-(4-Fluorophenyl)-1,1-dimethylpropyl]amino]methyl]-4-(phenylmethoxy)-1,3-benzenedimethanol). Run at time 30 minute. Run in O1CCCC1 (tetrahydrofuran), O1CCCC1 (tetrahydrofuran). Reactants: [H-].[Al+3].[Li+].[H-].[H-].[H-] (lithium aluminium hydride), O.O=CC(=O)C=1C=CC(=C(C(=O)OC)C1)OCC1=CC=CC=C1 (5-(oxoacetyl)-2-(phenylmethoxy)benzoic acid, methyl ester, hydrate), Cl.FC1=CC=C(C=C1)CCC(C)(N)C (4-(4-Fluorophenyl)-2-methyl-2-butanamine, hydrochloride), C(C)O (ethanol), O (Water). The reactants are COC(\C=C\C=1C=C2C(CC3(CNC3)OC2=CC1)=O)=O ((E)-3-[4-oxo-spiro(chromane-2,3′-azetidine)-6-yl]-acrylic acid methyl ester), COC(\C=C\C=1C=CC2=C(C(NC3(CN(CCC3)C(=O)OC(C)(C)C)O2)=O)C1)=O ((±)-(E)-3-{1′-Tert-butoxycarbonyl-3,4-dihydro-4-oxo-spiro[2H-(1,3)-benzoxazine-2,3′-piperidin]-6-yl}-acrylic acid methyl ester), Cl (HCl). The solvent is C(Cl)Cl (DCM), O1CCOCC1 (dioxane). Yields the product COC(\C=C\C=1C=CC2=C(C(NC3(CNCCC3)O2)=O)C1)=O ((±)-(E)-3-{3,4-dihydro-4-oxo-spiro[2H-(1,3)-benzoxazine-2,3′-piperidin]-6-yl}-acrylic acid methyl ester). The yield is 94.6%. RXN SMILES: [CH3:1][O:2][C:3](=[O:29])/[CH:4]=[CH:5]/[C:6]1[CH:7]=[CH:8][C:9]2[O:26][C:13]3([CH2:18][CH2:17][CH2:16][N:15](C(OC(C)(C)C)=O)[CH2:14]3)[NH:12][C:11](=[O:27])[C:10]=2[CH:28]=1.Cl.COC(=O)/C=C/C1C=C2C(=CC=1)OC1(CNC1)CC2=O>C(Cl)Cl.O1CCOCC1>[CH3:1][O:2][C:3](=[O:29])/[CH:4]=[CH:5]/[C:6]1[CH:7]=[CH:8][C:9]2[O:26][C:13]3([CH2:18][CH2:17][CH2:16][NH:15][CH2:14]3)[NH:12][C:11](=[O:27])[C:10]=2[CH:28]=1. Procedure details: (±)-(E)-3-{1′-Tert-butoxycarbonyl-3,4-dihydro-4-oxo-spiro[2H-(1,3)-benzoxazine-2,3′-piperidin]-6-yl}-acrylic acid methyl ester (1.90 g, 4.72 mmol) in DCM (33 ml) was treated with 4 M HCl in dioxane (5.90 ml) as described for Intermediate 4, Step C, giving (±)-(E)-3-{3,4-dihydro-4-oxo-spiro[2H-(1,3)-benzoxazine-2,3′-piperidin]-6-yl}-acrylic acid methyl ester (1.35 g, hydrochloride salt) as a light brown solid.